Dataset: the Open Reaction Database (ORD), a public repository of structured organic reaction records. Task: describe an organic reaction: reactants, conditions, products, and yield The reactants are C(C)OC(=O)C=1C(=NOC1C)CCC1=CC=CC=C1 (3-phenethyl-5-methyl-isoxazole-4-carboxylic acid ethyl ester), [OH-].[K+] (potassium hydroxide), C(C)O (ethanol). Reported procedure: A mixture of 300 g. (1.30 mole) 3-phenethyl-5-methyl-isoxazole-4-carboxylic acid ethyl ester, 146 g. (1.60 mole) potassium hydroxide 1500 ml. ethanol and 500 ml. water is stirred for 2 hours at room temperature and 2 additional hours at reflux. The ethanol is evaporated in vacuo and the aqueous solution is cooled and acidified with hydrochloric acid. The resulting solid is filtered and washed with water and triturated with methanol to give 3-phenethyl-5-methyl-isoxazole-4-carboxylic acid; m.p. 1... Run in O (water). As a reaction SMILES: C([O:3][C:4]([C:6]1[C:7]([CH2:12][CH2:13][C:14]2[CH:19]=[CH:18][CH:17]=[CH:16][CH:15]=2)=[N:8][O:9][C:10]=1[CH3:11])=[O:5])C.[OH-].[K+].C(O)C>O>[CH2:12]([C:7]1[C:6]([C:4]([OH:5])=[O:3])=[C:10]([CH3:11])[O:9][N:8]=1)[CH2:13][C:14]1[CH:15]=[CH:16][CH:17]=[CH:18][CH:19]=1 |f:1.2|. Product: C(CC1=CC=CC=C1)C1=NOC(=C1C(=O)O)C (3-phenethyl-5-methyl-isoxazole-4-carboxylic acid). Starting materials: C(C1=CC=CC=C1)Br (benzyl bromide), ClCCOCCO (2-(2-chloroethoxy)ethanol). The product is ClCCOCCOCC1=CC=CC=C1 ([2-(2-chloroethoxy)ethoxymethyl]benzene). As a reaction SMILES: [CH2:1](Br)[C:2]1[CH:7]=[CH:6][CH:5]=[CH:4][CH:3]=1.[Cl:9][CH2:10][CH2:11][O:12][CH2:13][CH2:14][OH:15]>>[Cl:9][CH2:10][CH2:11][O:12][CH2:13][CH2:14][O:15][CH2:1][C:2]1[CH:7]=[CH:6][CH:5]=[CH:4][CH:3]=1. Reported procedure: is prepared from benzyl bromide and 2-(2-chloroethoxy)ethanol by the method described in literature (Bessodes, 1996). Reaction conditions: time 1 hour. Procedure details: A solution of (R)-4-{2-(3-cyclopentyloxy-4-methoxyphenyl)-2-[4-(1-hydroxyethyl)-phenyl]ethyl}pyridine from Example 5 (205 mg, 0.49 mmol) in CH2Cl2 (4 mL) was added to a suspension of pyridinium chlorochromate (272 mg, 1.3 mmol) and molecular sieve in CH2Cl2 (3 mL). The reaction mixture was stirred at room temperature for 1 hour before the volatiles were evaporated. The residue was then triturated in EtOAc and filtered over celite. Evaporation of the filtrate afforded a residue which was purified... The solvent is C(Cl)Cl (CH2Cl2), C(Cl)Cl (CH2Cl2). The reactants are C1(CCCC1)OC=1C=C(C=CC1OC)[C@H](CC1=CC=NC=C1)C1=CC=C(C=C1)C(C)O ((R)-4-{2-(3-Cyclopentyloxy-4-methoxyphenyl)-2- [4-(1-hydroxyethyl) phenyl]ethyl}pyridine), [Cr](=O)(=O)([O-])Cl.[NH+]1=CC=CC=C1 (pyridinium chlorochromate). As a reaction SMILES: [CH:1]1([O:6][C:7]2[CH:8]=[C:9]([C@@H:15]([C:23]3[CH:28]=[CH:27][C:26]([CH:29]([OH:31])[CH3:30])=[CH:25][CH:24]=3)[CH2:16][C:17]3[CH:22]=[CH:21][N:20]=[CH:19][CH:18]=3)[CH:10]=[CH:11][C:12]=2[O:13][CH3:14])[CH2:5][CH2:4][CH2:3][CH2:2]1.[Cr](Cl)([O-])(=O)=O.[NH+]1C=CC=CC=1>C(Cl)Cl>[CH:1]1([O:6][C:7]2[CH:8]=[C:9]([C@@H:15]([C:23]3[CH:24]=[CH:25][C:26]([C:29](=[O:31])[CH3:30])=[CH:27][CH:28]=3)[CH2:16][C:17]3[CH:18]=[CH:19][N:20]=[CH:21][CH:22]=3)[CH:10]=[CH:11][C:12]=2[O:13][CH3:14])[CH2:2][CH2:3][CH2:4][CH2:5]1 |f:1.2|. Yields the product C1(CCCC1)OC=1C=C(C=CC1OC)[C@H](CC1=CC=NC=C1)C1=CC=C(C=C1)C(C)=O ((R)-4-[2-(3-Cyclopentyloxy-4-methoxyphenyl)-2-(4-acetylphenyl) ethyl]pyridine). Isolated yield 19.2%. Reactants: ClC1=NC=CC(=N1)C(NC#N)=N (2-chloro-N-cyano-4-pyrimidinecarboximidamide), ice, CN(C=O)C (N,N-dimethylformamide), C(Cl)Cl (methylene chloride), P(=O)(Cl)(Cl)Cl (phosphorus oxychloride), ClC1=NC=CC(=N1)C(NC#N)=N (2-chloro-N-cyano-4-pyrimidinecarboximidamide). Run in C(C)#N (acetonitrile). Reaction conditions: time 0.5 hour. Yields the product ClC1=NC=NC(=N1)C1=NC(=NC=C1)Cl (2-chloro-4-(2-chloro-4-pyrimidinyl)-1,3,5-triazine). Reaction SMILES: CN(C)C=O.P(Cl)(Cl)(Cl)=O.[Cl:11][C:12]1[N:17]=[C:16]([C:18](=[NH:22])[NH:19][C:20]#[N:21])[CH:15]=[CH:14][N:13]=1.[CH2:23](Cl)[Cl:24]>C(#N)C>[Cl:24][C:23]1[N:22]=[C:18]([C:16]2[CH:15]=[CH:14][N:13]=[C:12]([Cl:11])[N:17]=2)[N:19]=[CH:20][N:21]=1. Procedure details: To an ice-cooled solution of N,N-dimethylformamide (8.5 mL, 110 mmol) in methylene chloride (100 mL) was added phosphorus oxychloride (8.0 mL, 87 mmol) dropwise, and the mixture was stirred for 0.5 h. The resulting mixture was poured into a cold (0° C.) suspension of 2-chloro-N-cyano-4-pyrimidinecarboximidamide (i.e., the product of Step A) (13 g, 73 mmol) in acetonitrile (200 mL). The resulting mixture was stirred overnight in an ice bath. The mixture was passed through a short silica gel pad, ... Starting materials: BrC=1C=C2N(N=CC(=C2NCCC)C(=O)N)C1 (6-bromo-4-(propylamino) pyrrolo[1,2-b]pyridazine-3-carboxamide), BrC=1C=C2N(N=CC(=C2NCCC)C(=O)N)C1 (6-bromo-4-(propylamino) pyrrolo[1,2-b]pyridazine-3-carboxamide), C1(=CC=CC=C1)B(O)O (phenylboronic acid), C([O-])([O-])=O.[K+].[K+] (potassium carbonate). Reagents/catalysts: [Pd].C1(=CC=CC=C1)P(C1=CC=CC=C1)C1=CC=CC=C1.C1(=CC=CC=C1)P(C1=CC=CC=C1)C1=CC=CC=C1.C1(=CC=CC=C1)P(C1=CC=CC=C1)C1=CC=CC=C1.C1(=CC=CC=C1)P(C1=CC=CC=C1)C1=CC=CC=C1 (tetrakis(triphenylphosphine) palladium(0)). The solvent is C(OC)COC (dimethoxyethane). Reaction conditions: temperature 92.5 celsius. The product is C1(=CC=CC=C1)C=1C=C2N(N=CC(=C2NCCC)C(=O)N)C1 (6-phenyl-4-(propylamino)pyrrolo[1,2-b]pyridazine-3-carboxamide). Yield: 80.6%. Reaction SMILES: Br[C:2]1[CH:3]=[C:4]2[C:9]([NH:10][CH2:11][CH2:12][CH3:13])=[C:8]([C:14]([NH2:16])=[O:15])[CH:7]=[N:6][N:5]2[CH:17]=1.[C:18]1(B(O)O)[CH:23]=[CH:22][CH:21]=[CH:20][CH:19]=1.C(=O)([O-])[O-].[K+].[K+]>C(COC)OC.[Pd].C1(P(C2C=CC=CC=2)C2C=CC=CC=2)C=CC=CC=1.C1(P(C2C=CC=CC=2)C2C=CC=CC=2)C=CC=CC=1.C1(P(C2C=CC=CC=2)C2C=CC=CC=2)C=CC=CC=1.C1(P(C2C=CC=CC=2)C2C=CC=CC=2)C=CC=CC=1>[C:18]1([C:2]2[CH:3]=[C:4]3[C:9]([NH:10][CH2:11][CH2:12][CH3:13])=[C:8]([C:14]([NH2:16])=[O:15])[CH:7]=[N:6][N:5]3[CH:17]=2)[CH:23]=[CH:22][CH:21]=[CH:20][CH:19]=1 |f:2.3.4,6.7.8.9.10|. Procedure: Nitrogen was bubbled through a mixture of 6-bromo-4-(propylamino) pyrrolo[1,2-b]pyridazine-3-carboxamide (Intermediate 8, 20 mg, 0.067 mmol), phenylboronic acid (24.62 mg, 0.202 mmol), tetrakis(triphenylphosphine) palladium(0) (7.78 mg, 6.73 μmol) and potassium carbonate, 2M (0.135 mL, 0.269 mmol) in dimethoxyethane (0.6 mL) for ˜1 minute. The reaction mixture was then heated to 90-95° C. for 2 hr. The reaction mixture was partitioned between EtOAc (20 ml) and water (20 ml). The organic layer wa... The reactants are C([O-])(O)=O.[Na+] (sodium bicarbonate), N1=CC=CC=2CCCC(C12)NCCCCNC(OC(C)(C)C)=O (tert-butyl 4-(5,6,7,8-tetrahydroquinolin-8-ylamino)butylcarbamate), C(C)(=O)O[BH-](OC(C)=O)OC(C)=O.[Na+] (sodium triacetoxyborohydride), C1(=NC=CC2=C1NC1=CC=CC=C21)C=O (9H-pyrido[3,4-b]indole-1-carbaldehyde). The reagents and catalysts are C(C)(=O)O (acetic acid). Run in ClCCCl (1,2-dichloroethane). Product: C1(=NC=CC2=C1NC1=CC=CC=C21)CN(CCCCNC(OC(C)(C)C)=O)C2CCCC=1C=CC=NC21 (tert-butyl 4-(((9H-pyrido[3,4-b]indol-1-yl)methyl)(5,6,7,8-tetrahydroquinolin-8-yl)amino)butylcarbamate). Isolated yield 24.0%. RXN SMILES: [C:1]1([CH:14]=O)[C:6]2[NH:7][C:8]3[C:13]([C:5]=2[CH:4]=[CH:3][N:2]=1)=[CH:12][CH:11]=[CH:10][CH:9]=3.[N:16]1[C:25]2[CH:24]([NH:26][CH2:27][CH2:28][CH2:29][CH2:30][NH:31][C:32](=[O:38])[O:33][C:34]([CH3:37])([CH3:36])[CH3:35])[CH2:23][CH2:22][CH2:21][C:20]=2[CH:19]=[CH:18][CH:17]=1.C(O[BH-](OC(=O)C)OC(=O)C)(=O)C.[Na+].C(=O)(O)[O-].[Na+]>ClCCCl.C(O)(=O)C>[C:1]1([CH2:14][N:26]([CH:24]2[C:25]3[N:16]=[CH:17][CH:18]=[CH:19][C:20]=3[CH2:21][CH2:22][CH2:23]2)[CH2:27][CH2:28][CH2:29][CH2:30][NH:31][C:32](=[O:38])[O:33][C:34]([CH3:37])([CH3:36])[CH3:35])[C:6]2[NH:7][C:8]3[C:13]([C:5]=2[CH:4]=[CH:3][N:2]=1)=[CH:12][CH:11]=[CH:10][CH:9]=3 |f:2.3,4.5|. Procedure details: A heavy-walled Pyrex tube was charged with a solution of 9H-pyrido[3,4-b]indole-1-carbaldehyde, 2, (0.20 g, 1.02 mmol) in 1,2-dichloroethane (5 mL). This solution was treated with tert-butyl 4-(5,6,7,8-tetrahydroquinolin-8-ylamino)butylcarbamate, 3, (0.36 g, 1.12 mmol), sodium triacetoxyborohydride (0.43 g, 2.04 mmol), 4 A molecular sieves and a catalytic amount of acetic acid (2 drops). The reaction mixture was exposed to microwave irradiation for 10 min at a temperature of 100° C. After the ir... Reactants: BrC1=CC2=C(C(=NO2)C2=C(C=O)C=CC=C2)C=C1 (2-(6-bromobenzo[d]isoxazol-3-yl)benzaldehyde), BrC1=CC2=C(C(=NO2)C2=C(C=O)C=CC=C2)C=C1 (2-(6-bromobenzo[d]isoxazol-3-yl)benzaldehyde), FC1=CC=C(C=C1)C(N)C1=CC=C(C=C1)F (bis(4-fluorophenyl)methanamine), S(=O)(=O)([O-])[O-].[Mg+2] (magnesium sulfate). Run in ClCCl (dichloromethane). Conditions: time 18 hour. The product is BrC1=CC2=C(C(=NO2)C2=C(\C=N\C(C3=CC=C(C=C3)F)C3=CC=C(C=C3)F)C=CC=C2)C=C1 ((E)-N-(2-(6-bromobenzo[d]isoxazol-3-yl)benzylidene)-1,1-bis(4-fluoro-phenyl)methanamine). Isolated yield 72.0%. Reaction SMILES: [Br:1][C:2]1[CH:18]=[CH:17][C:5]2[C:6]([C:9]3[CH:16]=[CH:15][CH:14]=[CH:13][C:10]=3[CH:11]=O)=[N:7][O:8][C:4]=2[CH:3]=1.[F:19][C:20]1[CH:25]=[CH:24][C:23]([CH:26]([C:28]2[CH:33]=[CH:32][C:31]([F:34])=[CH:30][CH:29]=2)[NH2:27])=[CH:22][CH:21]=1.S([O-])([O-])(=O)=O.[Mg+2]>ClCCl>[Br:1][C:2]1[CH:18]=[CH:17][C:5]2[C:6]([C:9]3[CH:16]=[CH:15][CH:14]=[CH:13][C:10]=3/[CH:11]=[N:27]/[CH:26]([C:23]3[CH:24]=[CH:25][C:20]([F:19])=[CH:21][CH:22]=3)[C:28]3[CH:29]=[CH:30][C:31]([F:34])=[CH:32][CH:33]=3)=[N:7][O:8][C:4]=2[CH:3]=1 |f:2.3|. Procedure: To a stirred solution of 2-(6-bromobenzo[d]isoxazol-3-yl)benzaldehyde (compound 7) (2 g) in dichloromethane (33 mL) was added bis(4-fluorophenyl)methanamine (1.74 g) and anhydrous magnesium sulfate and stirred under nitrogen at room temperature for 18 h. Filtration and evaporation of the filtrate and crystallisation from dichloromethane-methanol gave the title compound (2.4 g). The reactants are Cl.COC1=CC=C(C=C1)C1=CN=C(O1)C=1C=C(C(=O)NN)C=CC1 (3-[5-(4-Methoxy-phenyl)-oxazol-2-yl]-benzoic acid hydrazide hydrochloride), CCN=C=NCCCN(C)C.Cl (EDAC.HCl), C=1C=CC2=C(C1)N=NN2O (HOBT), COC(C1=CC=C(C=C1)CC(=O)O)=O (4-carboxymethyl-benzoic acid methyl ester), C(C)(C)N(CC)C(C)C (Di-isopropylethylamine). Reported procedure: 0.7 g (2.0 mmol) of 3-[5-(4-Methoxy-phenyl)-oxazol-2-yl]-benzoic acid hydrazide hydrochloride from Preparation 6, 0.49 g (2.6 mmol) EDAC.HCl, 0.35 g (2.6 mmol) HOBT, and 0.50 g (2.6 mmol) 4-carboxymethyl-benzoic acid methyl ester from Preparation 7 was dissolved in 20 mL of dimethylformamide. 0.33 g (2.6 mmol) Di-isopropylethylamine was then added. Stirring was continued 14 hours at room temperature. Water (60 ml) was added and the product was extracted with 1:1 Et2O/EtOAc (2×). Combined the org... Yields the product COC(C1=CC=C(C=C1)CC(=O)NNC(C1=CC(=CC=C1)C=1OC(=CN1)C1=CC=C(C=C1)OC)=O)=O (4-[2-(N′-{3-[5-(4-Methoxy-phenyl)-oxazol-2-yl]-benzoyl}-hydrazino)-2-oxo-ethyl]-benzoic acid methyl ester). RXN SMILES: Cl.[CH3:2][O:3][C:4]1[CH:9]=[CH:8][C:7]([C:10]2[O:14][C:13]([C:15]3[CH:16]=[C:17]([CH:22]=[CH:23][CH:24]=3)[C:18]([NH:20][NH2:21])=[O:19])=[N:12][CH:11]=2)=[CH:6][CH:5]=1.CCN=C=NCCCN(C)C.Cl.C1C=CC2N(O)N=NC=2C=1.[CH3:47][O:48][C:49](=[O:60])[C:50]1[CH:55]=[CH:54][C:53]([CH2:56][C:57](O)=[O:58])=[CH:52][CH:51]=1.C(N(C(C)C)CC)(C)C>CN(C)C=O.O>[CH3:47][O:48][C:49](=[O:60])[C:50]1[CH:55]=[CH:54][C:53]([CH2:56][C:57]([NH:21][NH:20][C:18](=[O:19])[C:17]2[CH:22]=[CH:23][CH:24]=[C:15]([C:13]3[O:14][C:10]([C:7]4[CH:6]=[CH:5][C:4]([O:3][CH3:2])=[CH:9][CH:8]=4)=[CH:11][N:12]=3)[CH:16]=2)=[O:58])=[CH:52][CH:51]=1 |f:0.1,2.3|. Yield: 49.4%. Run in O (Water), CN(C=O)C (dimethylformamide). Run at time 14 hour.